This data is from the Open Reaction Database (ORD), a public repository of structured organic reaction records. The task is: describe an organic reaction: reactants, conditions, products, and yield The product is N1=C(C=CC=C1)N1N=CC(=C1C(F)(F)F)C1=NC(=NO1)C1=CC=C(CN2CC(C2)C(=O)O)C=C1 (1-(4-(5-(1-(pyridin-2-yl)-5-(trifluoromethyl)-1H-pyrazol-4-yl)-1,2,4-oxadiazol-3-yl)benzyl) azetidine-3-carboxylic acid). Reported procedure: To a solution of 4-(5-(1-(pyridin-2-yl)-5-(trifluoromethyl)-1H-pyrazol-4-yl)-1,2,4-oxadiazol-3-yl)benzaldehyde (1.0 g, 2.60 mmol) in DCM (10 mL) was added acetic acid (15 mL) and azetidine-3-carboxylic acid (1.5 eq, 3.90 mmol). The mixture was stirred at RT for 40 min., then a suspension of sodium triacetoxyborohydride (1 eq, 2.60 mmol) in DCM (30 mL) was added dropwise over 1.5 h. The volatiles were removed in vacuo, water (200 mL) was added and the resulting solid was collected by filtration. ... Run at time 40 minute. Isolated yield 63.5%. Reaction SMILES: [N:1]1[CH:6]=[CH:5][CH:4]=[CH:3][C:2]=1[N:7]1[C:11]([C:12]([F:15])([F:14])[F:13])=[C:10]([C:16]2[O:20][N:19]=[C:18]([C:21]3[CH:28]=[CH:27][C:24]([CH:25]=O)=[CH:23][CH:22]=3)[N:17]=2)[CH:9]=[N:8]1.C(O)(=O)C.[NH:33]1[CH2:36][CH:35]([C:37]([OH:39])=[O:38])[CH2:34]1.C(O[BH-](OC(=O)C)OC(=O)C)(=O)C.[Na+]>C(Cl)Cl>[N:1]1[CH:6]=[CH:5][CH:4]=[CH:3][C:2]=1[N:7]1[C:11]([C:12]([F:15])([F:13])[F:14])=[C:10]([C:16]2[O:20][N:19]=[C:18]([C:21]3[CH:22]=[CH:23][C:24]([CH2:25][N:33]4[CH2:36][CH:35]([C:37]([OH:39])=[O:38])[CH2:34]4)=[CH:27][CH:28]=3)[N:17]=2)[CH:9]=[N:8]1 |f:3.4|. Starting materials: C(C)(=O)O[BH-](OC(C)=O)OC(C)=O.[Na+] (sodium triacetoxyborohydride), N1=C(C=CC=C1)N1N=CC(=C1C(F)(F)F)C1=NC(=NO1)C1=CC=C(C=O)C=C1 (4-(5-(1-(pyridin-2-yl)-5-(trifluoromethyl)-1H-pyrazol-4-yl)-1,2,4-oxadiazol-3-yl)benzaldehyde), C(C)(=O)O (acetic acid), N1CC(C1)C(=O)O (azetidine-3-carboxylic acid). Solvent: C(Cl)Cl (DCM), C(Cl)Cl (DCM). Reactants: O=Cc1cn(C(c2ccccc2)(c2ccccc2)c2ccccc2)cn1, C1CCOC1, [Li]CCCC, CCOC(C)=O, CCCCCC, CC(C)NC(C)C, [Cl-], [NH4+], O. Product: CCOC(=O)CC(O)c1cn(C(c2ccccc2)(c2ccccc2)c2ccccc2)cn1. As a reaction SMILES: [C:13]([c:14]1[cH:15][cH:16][cH:17][cH:18][cH:19]1)([c:20]1[cH:21][cH:22][cH:23][cH:24][cH:25]1)([c:26]1[cH:27][cH:28][cH:29][cH:30][cH:31]1)[n:32]1[cH:33][n:34][c:35]([CH:37]=[O:38])[cH:36]1.[CH2:47]1[O:48][CH2:49][CH2:50][CH2:51]1.[CH2:8]([Li:9])[CH2:10][CH2:11][CH3:12].[CH3:41][CH2:42][O:43][C:44]([CH3:45])=[O:46].[CH3:52][CH2:53][CH2:54][CH2:55][CH2:56][CH3:57].[CH:1]([NH:2][CH:3]([CH3:4])[CH3:5])([CH3:6])[CH3:7].[Cl-:39].[NH4+:40].[OH2:58]>>[C:13]([c:14]1[cH:15][cH:16][cH:17][cH:18][cH:19]1)([c:20]1[cH:21][cH:22][cH:23][cH:24][cH:25]1)([c:26]1[cH:27][cH:28][cH:29][cH:30][cH:31]1)[n:32]1[cH:33][n:34][c:35]([CH:37]([OH:38])[CH2:45][C:44]([O:43][CH2:42][CH3:41])=[O:46])[cH:36]1. Reactants: CC(=O)OCCCc1c(C)[nH]c(C(=O)OCc2ccccc2)c1C, C1CCOC1. Yields the product CC(=O)OCCCc1c(C)[nH]c(C(=O)O)c1C. RXN SMILES: [CH2:1]([c:2]1[cH:3][cH:4][cH:5][cH:6][cH:7]1)[O:8][C:9](=[O:10])[c:11]1[nH:12][c:13]([CH3:24])[c:14]([CH2:17][CH2:18][CH2:19][O:20][C:21]([CH3:22])=[O:23])[c:15]1[CH3:16].[CH2:25]1[O:26][CH2:27][CH2:28][CH2:29]1>>[O:8]=[C:9]([OH:10])[c:11]1[nH:12][c:13]([CH3:24])[c:14]([CH2:17][CH2:18][CH2:19][O:20][C:21]([CH3:22])=[O:23])[c:15]1[CH3:16]. Starting materials: Fc1ccccc1CBr, O=Cc1c[nH]c2ccccc12. Product: O=Cc1cn(Cc2ccccc2F)c2ccccc12. Reaction SMILES: [F:12][c:13]1[c:14]([CH2:15][Br:16])[cH:17][cH:18][cH:19][cH:20]1.[nH:1]1[cH:2][c:3]([CH:10]=[O:11])[c:4]2[cH:5][cH:6][cH:7][cH:8][c:9]12>>[n:1]1([CH2:15][c:14]2[c:13]([F:12])[cH:20][cH:19][cH:18][cH:17]2)[cH:2][c:3]([CH:10]=[O:11])[c:4]2[cH:5][cH:6][cH:7][cH:8][c:9]12. Starting materials: C(CCCCCCCC(=O)O)(=O)O (Azelaic acid), mercuric acetate. Run in C(Cl)Cl (methylene chloride). The product is C(CCCCCCCC(=O)OC(=C)C)(=O)OC(=C)C (Diisopropenyl Azelate). Reaction SMILES: [C:1]([OH:13])(=[O:12])[CH2:2][CH2:3][CH2:4][CH2:5][CH2:6][CH2:7][CH2:8][C:9]([OH:11])=[O:10]>C(Cl)Cl>[C:1]([O:13][C:5]([CH3:6])=[CH2:4])(=[O:12])[CH2:2][CH2:3][CH2:4][CH2:5][CH2:6][CH2:7][CH2:8][C:9]([O:11][C:2]([CH3:3])=[CH2:1])=[O:10]. Procedure details: Azelaic acid (100 grams, 0.53 mole), methylene chloride (500 ml.) and mercuric acetate (18.2 grams, 0.057 mole) are treated with 1 ml. of boron trifluoride etherate, and propyne gas is bubbled through the mixture for 3 hours. Solid sodium bicarbonate (5 grams) is added, and the mixture is filtered free of solids and metallic mercury. Reactants: FC1=CC=C(C=CC(=O)O)C=C1 (4-fluorocinnamic acid), CN(C)C=O (DMF), C(C(=O)Cl)(=O)Cl (oxalyl chloride). Solvent: ClCCl (dichloromethane). Conditions: time 3 hour. Product: FC1=CC=C(C=C1)/C=C/C(=O)N ((E)-3-(4-fluorophenyl)-2-propenamide). RXN SMILES: [F:1][C:2]1[CH:12]=[CH:11][C:5]([CH:6]=[CH:7][C:8](O)=[O:9])=[CH:4][CH:3]=1.C[N:14](C=O)C.C(Cl)(=O)C(Cl)=O>ClCCl>[F:1][C:2]1[CH:12]=[CH:11][C:5](/[CH:6]=[CH:7]/[C:8]([NH2:14])=[O:9])=[CH:4][CH:3]=1. Reported procedure: 4-fluorocinnamic acid (25 g) was suspended in dichloromethane (300 ml); under ice cooling and stirring, DMF (0.5 ml) and then oxalyl chloride (15.36 ml) were added drop by drop; the same temperature was kept for 3 hours and gradually returned to room temperature. Under reduced pressure, the solvent was distilled off; the residue was dissolved in ethyl acetate (100 ml). This solution was added drop by drop to an ice-cooled mixed solution of 25% aqueous ammonia (250 ml) and ethyl acetate (52.5 ml)... Starting materials: N1C(=O)N=C(N)C=C1 (cytosine), BrCC(=O)OCC1=CC=CC=C1 (benzyl bromoacetate), [H-].[Na+] (NaH), oil, CN(C)C=O (DMF). Reaction conditions: temperature 50 celsius, time 2 hour. The product is N1(C(=O)N=C(N)C=C1)CC(=O)OC(C1=CC=CC=C1)=O (Benzoyl cytosin-1-ylacetate). As a reaction SMILES: [NH:1]1[CH:8]=[CH:7][C:5]([NH2:6])=[N:4][C:2]1=[O:3].[H-].[Na+].Br[CH2:12][C:13]([O:15][CH2:16][C:17]1[CH:22]=[CH:21][CH:20]=[CH:19][CH:18]=1)=[O:14].CN(C=[O:27])C>>[N:1]1([CH2:12][C:13]([O:15][C:16](=[O:27])[C:17]2[CH:22]=[CH:21][CH:20]=[CH:19][CH:18]=2)=[O:14])[CH:8]=[CH:7][C:5]([NH2:6])=[N:4][C:2]1=[O:3] |f:1.2|. Reported procedure: Reference is made to FIG. 1 where to cytosine (20 g, 0.18 mmol) in 400 mL DMF was added 7.2 g (0.18 mmol) of NaH (disp. in oil 60%). The mixture was heated to 50° C. and stirred for 2 h under nitrogen. After cooling to room temperature, 29 mL (1.1 eq.) of benzyl bromoacetate was added over 2 h. After stirring overnight, the dark suspension was filtered and the filtrate washed with cold DMF and 0.2 M sodium bicarbonate. The product (1) was crystallized from ethanol. Yield: 37 g (79%). 1H NMR (d6-... The reactants are COC1=CC=CC(=N1)C(C)N (1-(6-methoxypyridin-2-yl)ethanamine), Br (hydrobromic acid). Product: Br.NC(C)C1=CC=CC(N1)=O (6-(1-aminoethyl)pyridin-2(1H)-one hydrobromide). As a reaction SMILES: C[O:2][C:3]1[N:8]=[C:7]([CH:9]([NH2:11])[CH3:10])[CH:6]=[CH:5][CH:4]=1.[BrH:12]>>[BrH:12].[NH2:11][CH:9]([C:7]1[NH:8][C:3](=[O:2])[CH:4]=[CH:5][CH:6]=1)[CH3:10] |f:2.3|. Procedure details: To 1.6 g of 1-(6-methoxypyridin-2-yl)ethanamine was added 23.7 ml of a 47% aqueous hydrobromic acid solution, followed by stirring at 80° C. for 60 hours. After evaporating the solvent under reduced pressure, the residue was washed with diethyl ether to obtain 2.95 g of 6-(1-aminoethyl)pyridin-2(1H)-one hydrobromide as a pale brown solid. Conditions: temperature 80 celsius, time 60 hour. Starting materials: C(CCC)C=1N(C(=C(N1)Cl)C(=O)OCOP(=O)(O[C@@H]1[C@@H]2[C@H](OC1)[C@@H](CO2)O[N+](=O)[O-])OC)CC2=CC=C(C=C2)C2=C(C=CC=C2)C2=NN=NN2C(C2=CC=CC=C2)(C2=CC=CC=C2)C2=CC=CC=C2 ([(methoxy{[(3S,3aS,6R,6aS)-6-(nitrooxy)hexahydrofuro[3,2-b]furan-3-yl]oxy}phosphoryl)oxy]methyl 2-butyl-4-chloro-1-{[2′-(1-trityl-1H-tetrazol-5-yl)biphenyl-4-yl]methyl}-1H-imidazole-5-carboxylate). Solvent: CO (methanol). Run at temperature 70 celsius. The product is C(CCC)C=1N(C(=C(N1)Cl)C(=O)OCOP(=O)(O[C@@H]1[C@@H]2[C@H](OC1)[C@@H](CO2)O[N+](=O)[O-])OC)CC2=CC=C(C=C2)C2=C(C=CC=C2)C2=NN=NN2 ([(methoxy{[(3S,3aS,6R,6aS)-6-(nitrooxy)hexahydrofuro[3,2-b]furan-3-yl]oxy}phosphoryl)oxy]methyl 2-butyl-4-chloro-1-{[2′-(1H-tetrazol-5-yl)biphenyl-4-yl]methyl}-1H-imidazole-5-carboxylate). RXN SMILES: [CH2:1]([C:5]1[N:6]([CH2:33][C:34]2[CH:39]=[CH:38][C:37]([C:40]3[CH:45]=[CH:44][CH:43]=[CH:42][C:41]=3[C:46]3[N:50](C(C4C=CC=CC=4)(C4C=CC=CC=4)C4C=CC=CC=4)[N:49]=[N:48][N:47]=3)=[CH:36][CH:35]=2)[C:7]([C:11]([O:13][CH2:14][O:15][P:16]([O:31][CH3:32])([O:18][C@H:19]2[CH2:23][O:22][C@@H:21]3[C@H:24]([O:27][N+:28]([O-:30])=[O:29])[CH2:25][O:26][C@H:20]23)=[O:17])=[O:12])=[C:8]([Cl:10])[N:9]=1)[CH2:2][CH2:3][CH3:4]>CO>[CH2:1]([C:5]1[N:6]([CH2:33][C:34]2[CH:39]=[CH:38][C:37]([C:40]3[CH:45]=[CH:44][CH:43]=[CH:42][C:41]=3[C:46]3[NH:50][N:49]=[N:48][N:47]=3)=[CH:36][CH:35]=2)[C:7]([C:11]([O:13][CH2:14][O:15][P:16]([O:31][CH3:32])([O:18][C@H:19]2[CH2:23][O:22][C@@H:21]3[C@H:24]([O:27][N+:28]([O-:30])=[O:29])[CH2:25][O:26][C@H:20]23)=[O:17])=[O:12])=[C:8]([Cl:10])[N:9]=1)[CH2:2][CH2:3][CH3:4]. Procedure details: Each diastereomer of [(methoxy{[(3S,3aS,6R,6aS)-6-(nitrooxy)hexahydrofuro[3,2-b]furan-3-yl]oxy}phosphoryl)oxy]methyl 2-butyl-4-chloro-1-{[2′-(1-trityl-1H-tetrazol-5-yl)biphenyl-4-yl]methyl}-1H-imidazole-5-carboxylate was dissolved in methanol and heated to 70° C. for 2 hours. The residue was purified by HPLC reverse phase (C-18), eluting with acetonitrile/water+0.1% trifluoroacetic acid to give the title compound. Reactants: BrC1=CC(=C(C=C1)C)F (4-bromo-2-fluorotoluene), [Mg] (magnesium), C(C1=CC=CC=C1)SC1=CC=C(C#N)C=C1 (4-(benzylthio)benzonitrile). The solvent is C(C)OCC (ethyl ether), O1CCCC1 (tetrahydrofuran), C(C)OCC (ethyl ether). Reaction conditions: time 30 minute. Product: FC=1C=C(C(=S)C2=CC=C(C=C2)CC2=CC=CC=C2)C=CC1C (3-fluoro-4-methyl-4'-benzylthiobenzophenone). The yield is 77.9%. As a reaction SMILES: Br[C:2]1[CH:7]=[CH:6][C:5]([CH3:8])=[C:4]([F:9])[CH:3]=1.[Mg].[CH2:11]([S:18]C1C=CC(C#N)=CC=1)[C:12]1[CH:17]=[CH:16][CH:15]=[CH:14][CH:13]=1>C(OCC)C.O1CCCC1>[F:9][C:4]1[CH:3]=[C:2]([CH:7]=[CH:6][C:5]=1[CH3:8])[C:11]([C:12]1[CH:13]=[CH:14][C:15]([CH2:8][C:5]2[CH:6]=[CH:7][CH:2]=[CH:3][CH:4]=2)=[CH:16][CH:17]=1)=[S:18]. Procedure details: A solution of 95 g (500 mmol) of 4-bromo-2-fluorotoluene in 200 ml of anhydrous ethyl ether is added dropwise to a suspension of 12.2 g (500 mmol) of magnesium turnings covered with anhydrous ethyl ether. When the addition has ended, the mixture is stirred for 30 minutes at room temperature and a solution of 50 g of 4-(benzylthio)benzonitrile in 200 ml of anhydrous tetrahydrofuran is then added dropwise. The ethyl ether is distilled and the mixture is refluxed for 6 hours. After cooling, the mix...